Dataset: the Open Reaction Database (ORD), a public repository of structured organic reaction records. Task: describe an organic reaction: reactants, conditions, products, and yield Starting materials: CCN(C(C)C)C(C)C, Clc1ccc(N2CCNCC2)cc1, CCCc1cc(CCC=O)nn1-c1ccccc1. Yields the product CCCc1cc(CCCN2CCN(c3ccc(Cl)cc3)CC2)nn1-c1ccccc1. RXN SMILES: [CH:32]([N:33]([CH2:34][CH3:35])[CH:36]([CH3:37])[CH3:38])([CH3:39])[CH3:40].[Cl:19][c:20]1[cH:21][cH:22][c:23]([N:26]2[CH2:27][CH2:28][NH:29][CH2:30][CH2:31]2)[cH:24][cH:25]1.[c:1]1(-[n:7]2[n:8][c:9]([CH2:15][CH2:16][CH:17]=[O:18])[cH:10][c:11]2[CH2:12][CH2:13][CH3:14])[cH:2][cH:3][cH:4][cH:5][cH:6]1>>[c:1]1(-[n:7]2[n:8][c:9]([CH2:15][CH2:16][CH2:17][N:29]3[CH2:28][CH2:27][N:26]([c:23]4[cH:22][cH:21][c:20]([Cl:19])[cH:25][cH:24]4)[CH2:31][CH2:30]3)[cH:10][c:11]2[CH2:12][CH2:13][CH3:14])[cH:2][cH:3][cH:4][cH:5][cH:6]1. Starting materials: BrCc1ccc(-c2ccccc2)cc1, O=C([O-])[O-], CC(C)=O, [K+], [K+], O=[N+]([O-])c1cccc(O)c1. Product: O=[N+]([O-])c1cccc(OCc2ccc(-c3ccccc3)cc2)c1. As a reaction SMILES: [Br:11][CH2:12][c:13]1[cH:14][cH:15][c:16](-[c:19]2[cH:20][cH:21][cH:22][cH:23][cH:24]2)[cH:17][cH:18]1.[C:25](=[O:26])([O-:27])[O-:28].[CH3:31][C:32](=[O:33])[CH3:34].[K+:29].[K+:30].[N+:1](=[O:2])([O-:3])[c:4]1[cH:5][c:6]([OH:10])[cH:7][cH:8][cH:9]1>>[N+:1](=[O:2])([O-:3])[c:4]1[cH:5][c:6]([O:10][CH2:12][c:13]2[cH:14][cH:15][c:16](-[c:19]3[cH:20][cH:21][cH:22][cH:23][cH:24]3)[cH:17][cH:18]2)[cH:7][cH:8][cH:9]1. The reactants are C[Mg+].[Br-] (MeMgBr), C1(=CC=CC=C1)C.C1CCOC1 (toluene THF), ClC1=CC=C2C=CC(=NC2=C1)C=CC=1C=C(C=CC1)[C@@H](CCC1=C(C(=O)OC)C=CC=C1)O (Methyl 2-(3-(3-(2-(7-chloro-2-quinolinyl)ethenyl)phenyl)-3(R)-hydroxypropyl)benzoate), ice, CO (MeOH). The solvent is C1CCOC1 (THF), O (H2O). Conditions: time 2.5 hour. The product is C(C)(=O)C1=C(C=CC=C1)CC[C@@H](O)C1=CC(=CC=C1)C=CC1=NC2=CC(=CC=C2C=C1)Cl (3-(2-Acetylphenyl)-1(R)-(3-(2-(7-chloro-2-quinolinyl)ethenyl)phenyl)propanol). As a reaction SMILES: C[Mg+].[Br-].[C:4]1(C)C=CC=CC=1.C1COCC1.[Cl:16][C:17]1[CH:26]=[C:25]2[C:20]([CH:21]=[CH:22][C:23]([CH:27]=[CH:28][C:29]3[CH:30]=[C:31]([C@H:35]([OH:48])[CH2:36][CH2:37][C:38]4[CH:47]=[CH:46][CH:45]=[CH:44][C:39]=4[C:40]([O:42]C)=O)[CH:32]=[CH:33][CH:34]=3)=[N:24]2)=[CH:19][CH:18]=1.CO>C1COCC1.O>[C:40]([C:39]1[CH:44]=[CH:45][CH:46]=[CH:47][C:38]=1[CH2:37][CH2:36][C@H:35]([C:31]1[CH:32]=[CH:33][CH:34]=[C:29]([CH:28]=[CH:27][C:23]2[CH:22]=[CH:21][C:20]3[C:25](=[CH:26][C:17]([Cl:16])=[CH:18][CH:19]=3)[N:24]=2)[CH:30]=1)[OH:48])(=[O:42])[CH3:4] |f:0.1,2.3|. Procedure: At 0° C., a 1.5M MeMgBr solution in toluene:THF 1:1 (130 mL, 195 mmol) was added dropwise to a solution of the hydroxyester of Step 3 (11.04 g, 24.1 mmol) (dried in EtOAc and stripped with toluene to remove the H2O) and MeOH (2.0 mL, 49.4 mmol) in 240 mL of anhydrous THF. The reaction mixture was stirred at r.t. for 2.5 h and was then poured into ice cold 25% NH4OAc. The product was extracted into EtOAc, dried over Na2SO4 and purified by flash chromatography on silica with EtOAc:toluene 10:90 an... Reactants: O=C([O-])[O-], Cc1[nH]c2ccnc(Cl)c2c1Cc1ccccc1, Cc1ccccc1, [Cs+], [Cs+], NCc1ccc(F)cc1, O=C(C=Cc1ccccc1)C=Cc1ccccc1, O=C(C=Cc1ccccc1)C=Cc1ccccc1, O=C(C=Cc1ccccc1)C=Cc1ccccc1, [Pd], [Pd]. Yields the product Cl, Cc1[nH]c2ccnc(NCc3ccc(F)cc3)c2c1Cc1ccccc1. As a reaction SMILES: [C:1](=[O:2])([O-:3])[O-:4].[CH2:16]([c:17]1[cH:18][cH:19][cH:20][cH:21][cH:22]1)[c:23]1[c:24]([CH3:33])[nH:25][c:26]2[c:27]1[c:28]([Cl:32])[n:29][cH:30][cH:31]2.[CH3:34][c:35]1[cH:36][cH:37][cH:38][cH:39][cH:40]1.[Cs+:5].[Cs+:6].[F:7][c:8]1[cH:9][cH:10][c:11]([CH2:12][NH2:13])[cH:14][cH:15]1.[O:43]=[C:44]([CH:45]=[CH:46][c:47]1[cH:48][cH:49][cH:50][cH:51][cH:52]1)[CH:53]=[CH:54][c:55]1[cH:56][cH:57][cH:58][cH:59][cH:60]1.[O:61]=[C:62]([CH:63]=[CH:64][c:65]1[cH:66][cH:67][cH:68][cH:69][cH:70]1)[CH:71]=[CH:72][c:73]1[cH:74][cH:75][cH:76][cH:77][cH:78]1.[O:79]=[C:80]([CH:81]=[CH:82][c:83]1[cH:84][cH:85][cH:86][cH:87][cH:88]1)[CH:89]=[CH:90][c:91]1[cH:92][cH:93][cH:94][cH:95][cH:96]1.[Pd:41].[Pd:42]>>[ClH:32].[F:7][c:8]1[cH:9][cH:10][c:11]([CH2:12][NH:13][c:28]2[c:27]3[c:23]([CH2:16][c:17]4[cH:18][cH:19][cH:20][cH:21][cH:22]4)[c:24]([CH3:33])[nH:25][c:26]3[cH:31][cH:30][n:29]2)[cH:14][cH:15]1. Reactants: C(CCC)C1=NC2=C(C(NCC2)C(=O)OC)N1CC1=CC=C(C=C1)C1=C(C=CC=C1)C1=NN=NN1 (Methyl 2-n-butyl-3-{2'-(1H-tetrazol-5-yl)-biphenyl-4-yl}methyl-4,5,6,7-tetrahydroimidazo[4,5-c]pyridine-4-carboxylate), C(C)OC(=O)CC(=O)Cl (ethoxycarbonylacetyl chloride). Yields the product C(CCC)C1=NC2=C(C(N(CC2)C(CC(=O)OCC)=O)C(=O)OC)N1CC1=CC=C(C=C1)C1=C(C=CC=C1)C1=NN=NN1 (methyl 2-n-butyl-5-ethoxycarbonylacetyl-3-{2'-(1H-tetrazol-5-yl)biphenyl-4-yl}methyl-4,5,6,7-tetrahydroimidazo[4,5-c]pyridine-4-carboxylate). RXN SMILES: [CH2:1]([C:5]1[N:17]([CH2:18][C:19]2[CH:24]=[CH:23][C:22]([C:25]3[CH:30]=[CH:29][CH:28]=[CH:27][C:26]=3[C:31]3[NH:35][N:34]=[N:33][N:32]=3)=[CH:21][CH:20]=2)[C:8]2[CH:9]([C:13]([O:15][CH3:16])=[O:14])[NH:10][CH2:11][CH2:12][C:7]=2[N:6]=1)[CH2:2][CH2:3][CH3:4].[CH2:36]([O:38][C:39]([CH2:41][C:42](Cl)=[O:43])=[O:40])[CH3:37]>>[CH2:1]([C:5]1[N:17]([CH2:18][C:19]2[CH:24]=[CH:23][C:22]([C:25]3[CH:30]=[CH:29][CH:28]=[CH:27][C:26]=3[C:31]3[NH:35][N:34]=[N:33][N:32]=3)=[CH:21][CH:20]=2)[C:8]2[CH:9]([C:13]([O:15][CH3:16])=[O:14])[N:10]([C:42](=[O:43])[CH2:41][C:39]([O:38][CH2:36][CH3:37])=[O:40])[CH2:11][CH2:12][C:7]=2[N:6]=1)[CH2:2][CH2:3][CH3:4]. Procedure: Methyl 2-n-butyl-3-{2'-(1H-tetrazol-5-yl)-biphenyl-4-yl}methyl-4,5,6,7-tetrahydroimidazo[4,5-c]pyridine-4-carboxylate and ethoxycarbonylacetyl chloride are treated in the same manner as in Example 1-(2) to give methyl 2-n-butyl-5-ethoxycarbonylacetyl-3-{2'-(1H-tetrazol-5-yl)biphenyl-4-yl}methyl-4,5,6,7-tetrahydroimidazo[4,5-c]pyridine-4-carboxylate. The product is Cc1nc(-c2cn3c(n2)-c2ccc(C4CCN(C(C)(C)C(N)=O)CC4)cc2OCC3)n(C(C)C)n1. RXN SMILES: [CH:1]([CH3:2])([CH3:3])[n:4]1[n:5][c:6]([CH3:34])[n:7][c:8]1-[c:9]1[cH:10][n:11]2[c:17]([n:18]1)-[c:16]1[c:15]([cH:22][c:21]([CH:23]3[CH2:24][CH2:25][N:26]([C:29]([C:30]#[N:31])([CH3:32])[CH3:33])[CH2:27][CH2:28]3)[cH:20][cH:19]1)[O:14][CH2:13][CH2:12]2.[Na+:40].[Na+:41].[O-:42][C:43](=[O:44])[O-:45].[S:35]([OH:36])(=[O:37])(=[O:38])[OH:39]>>[CH:1]([CH3:2])([CH3:3])[n:4]1[n:5][c:6]([CH3:34])[n:7][c:8]1-[c:9]1[cH:10][n:11]2[c:17]([n:18]1)-[c:16]1[c:15]([cH:22][c:21]([CH:23]3[CH2:24][CH2:25][N:26]([C:29]([C:30]([NH2:31])=[O:36])([CH3:32])[CH3:33])[CH2:27][CH2:28]3)[cH:20][cH:19]1)[O:14][CH2:13][CH2:12]2. The reactants are Cc1nc(-c2cn3c(n2)-c2ccc(C4CCN(C(C)(C)C#N)CC4)cc2OCC3)n(C(C)C)n1, [Na+], [Na+], O=C([O-])[O-], O=S(=O)(O)O. Reactants: CC1=CC=C(C=C1)S(=O)(=O)NC=1C=C(C=CC1)C=1C=CC=2N(N1)C=C(N2)NC(C)=O (N-(6-(3-(4-Methylphenylsulfonamido)phenyl)imidazo[1,2-b]pyridazin-2-yl)acetamide), ClC=1C=CC=2N(N1)C=C(N2)NC(C)=O (N-(6-chloroimidazo[1,2-b]pyridazin-2-yl)acetamide), CSC=1C=C(C=NC1)B(O)O (5-(methylthio)pyridin-3-ylboronic acid). Product: CSC=1C=C(C=NC1)C=1C=CC=2N(N1)C=C(N2)NC(C)=O (N-(6-(5-(Methylthio)pyridin-3-yl)imidazo[1,2-b]pyridazin-2-yl)acetamide). Reaction SMILES: CC1C=CC(S(NC2C=C(C3C=CC4N(C=C(NC(=O)C)N=4)N=3)C=CC=2)(=O)=O)=CC=1.Cl[C:32]1[CH:33]=[CH:34][C:35]2[N:36]([CH:38]=[C:39]([NH:41][C:42](=[O:44])[CH3:43])[N:40]=2)[N:37]=1.[CH3:45][S:46][C:47]1[CH:48]=[C:49](B(O)O)[CH:50]=[N:51][CH:52]=1>>[CH3:45][S:46][C:47]1[CH:48]=[C:49]([C:32]2[CH:33]=[CH:34][C:35]3[N:36]([CH:38]=[C:39]([NH:41][C:42](=[O:44])[CH3:43])[N:40]=3)[N:37]=2)[CH:50]=[N:51][CH:52]=1. Procedure: Following the procedure described for N-(6-(3-(4-methylphenylsulfonamido)phenyl)imidazo[1,2-b]pyridazin-2-yl)acetamide (Example 1), N-(6-chloroimidazo[1,2-b]pyridazin-2-yl)acetamide (Example 1, Step 4) (0.075 g, 0.36 mmol) was reacted with 5-(methylthio)pyridin-3-ylboronic acid (0.11 g, 0.64 mmol, Combi-Blocks, San Diego, Calif.) to afford the title compound as a white solid. MS (ESI positive ion) m/z: 300 (M+1). 1H NMR (400 MHz, DMSO-d6): δ ppm 10.94 (s, 1H), 9.00 (d, J=2.0 Hz, 1H), 8.60 (d, J=... Reactants: CC(C)(C)[O-], CC(C)O, CC(C)O, O=C(CCl)c1ccccc1, [K+], Cc1ccc(S(=O)(=O)NC(c2ccccc2)C(N)c2ccccc2)cc1. Product: OC(CCl)c1ccccc1. Reaction SMILES: [CH3:31][C:32]([CH3:33])([O-:34])[CH3:35].[CH:27]([OH:28])([CH3:29])[CH3:30].[CH:47]([OH:48])([CH3:49])[CH3:50].[Cl:37][CH2:38][C:39](=[O:40])[c:41]1[cH:42][cH:43][cH:44][cH:45][cH:46]1.[K+:36].[c:1]1([CH3:2])[cH:3][cH:4][c:5]([S:6]([NH:7][CH:8]([c:9]2[cH:10][cH:11][cH:12][cH:13][cH:14]2)[CH:15]([c:16]2[cH:17][cH:18][cH:19][cH:20][cH:21]2)[NH2:22])(=[O:23])=[O:24])[cH:25][cH:26]1>>[Cl:37][CH2:38][CH:39]([OH:40])[c:41]1[cH:42][cH:43][cH:44][cH:45][cH:46]1. The reactants are C(C1=CC=CC=C1)OCN1C(=NC=C1)[C@@H]1[C@@H](N(C(O1)=O)CC1=C(C=CC(=C1)C(F)(F)F)C1=C(C=C(C(=C1)C(C)C)F)OC)C ((4S,5S)-5-{1-[(benzyloxy)methyl]-1H-imidazol-2-yl}-3-{[4′-fluoro-5′-isopropyl-2′-methoxy-4-(trifluoromethyl)biphenyl-2-yl]methyl}-4-methyl-1,3-oxazolidin-2-one), Cl (HCl). The reagents and catalysts are [OH-].[OH-].[Pd+2] (palladium hydroxide on carbon). The solvent is CO (MeOH). Run at time 8 hour. Product: FC1=CC(=C(C=C1C(C)C)C1=C(C=C(C=C1)C(F)(F)F)CN1C(O[C@H]([C@@H]1C)C=1NC=CN1)=O)OC ((4S,5R)-3-{[4′-fluoro-5′-isopropyl-2′-methoxy-4-(trifluoromethyl)biphenyl-2-yl]methyl}-5-(1H-imidazol-2-yl)-4-methyl-1,3-oxazolidin-2-one). As a reaction SMILES: C(OC[N:10]1[CH:14]=[CH:13][N:12]=[C:11]1[C@H:15]1[O:19][C:18](=[O:20])[N:17]([CH2:21][C:22]2[CH:27]=[C:26]([C:28]([F:31])([F:30])[F:29])[CH:25]=[CH:24][C:23]=2[C:32]2[CH:37]=[C:36]([CH:38]([CH3:40])[CH3:39])[C:35]([F:41])=[CH:34][C:33]=2[O:42][CH3:43])[C@H:16]1[CH3:44])C1C=CC=CC=1.Cl>CO.[OH-].[OH-].[Pd+2]>[F:41][C:35]1[C:36]([CH:38]([CH3:40])[CH3:39])=[CH:37][C:32]([C:23]2[CH:24]=[CH:25][C:26]([C:28]([F:31])([F:29])[F:30])=[CH:27][C:22]=2[CH2:21][N:17]2[C@@H:16]([CH3:44])[C@H:15]([C:11]3[NH:12][CH:13]=[CH:14][N:10]=3)[O:19][C:18]2=[O:20])=[C:33]([O:42][CH3:43])[CH:34]=1 |f:3.4.5|. Procedure details: A mixture of (4S,5S)-5-{1-[(benzyloxy)methyl]-1H-imidazol-2-yl}-3-{[4′-fluoro-5′-isopropyl-2′-methoxy-4-(trifluoromethyl)biphenyl-2-yl]methyl}-4-methyl-1,3-oxazolidin-2-one (EXAMPLE 244) (16.9 mg, 0.028 mmol), 20% palladium hydroxide on carbon (8.3 mg) and 1N HCl (28 uL) in MeOH (1 mL) was stirred under hydrogen (balloon) overnight, after which time it was filtered through Celite and concentrated in vacuo. The crude material was purified by flash chromatography to afford (4S,5R)-3-{[4′-fluoro-5′... The reactants are O=C1CN(CCC1)C(=O)OC(C)(C)C (tert-butyl 3-oxopiperidine-1-carboxylate), CN(C)C(OC)OC (DMF-DMA). Reaction conditions: temperature 100 celsius, time 2 hour. The product is CN(C)C=C1C(CN(CC1)C(=O)OC(C)(C)C)=O (tert-butyl 4-((dimethylamino)methylene)-3-oxopiperidine-1-carboxylate). The yield is 94.0%. Reaction SMILES: [O:1]=[C:2]1[CH2:7][CH2:6][CH2:5][N:4]([C:8]([O:10][C:11]([CH3:14])([CH3:13])[CH3:12])=[O:9])[CH2:3]1.[CH3:15][N:16]([CH:18](OC)OC)[CH3:17]>>[CH3:15][N:16]([CH:18]=[C:7]1[CH2:6][CH2:5][N:4]([C:8]([O:10][C:11]([CH3:14])([CH3:13])[CH3:12])=[O:9])[CH2:3][C:2]1=[O:1])[CH3:17]. Reported procedure: To a stirred mixture of tert-butyl 3-oxopiperidine-1-carboxylate (1 g, 5 mmol) was added DMF-DMA (2 mL). The mixture was stirred at 100° C. for 2 hours. The mixture was concentrated by vacuum and the residue was directly for the next step (1.20 g, yield: 94%).